From a dataset of the Open Reaction Database (ORD), a public repository of structured organic reaction records. describe an organic reaction: reactants, conditions, products, and yield The reactants are C(C)(C)(C)O[C@H](C(=O)OC)C1=C2N3CCC(OCCCC[C@@H](OC=4C=C(C(=CC4C4=CC=CC(C5=C(N2C(C=C1C)=N5)Cl)=C4)F)C)C)(CC3)C (methyl(2S)-2-(tert-butoxy)-2-[(22S)-8-chloro-17-fluoro-4,18,22,28-tetramethyl-21,27-dioxa-1,7,34-triazahexacyclo[26.2.2.16,9.110,14.02,7.015,20]tetratriaconta-2,4,6(34),8,10(33),11,13,15(20),16,18-decaen-3-yl]acetate), C(C)(C)(C)O[C@H](C(=O)O)C1=C2N3CCC(OCC=CC[C@@H](OC=4C=C(C=CC4C4=CC=CC(C5=CN2C(C=C1C)=N5)=C4)F)C)(CC3)C ((2S)-2-(tert-butoxy)-2-[(22S)-18-fluoro-4,22,28-trimethyl-21,27-dioxa-1,7,34-triazahexacyclo[26.2.2.16,9.110,14.02,7.015,20]tetratriaconta-2,4,6(34),8,10(33),11,13,15(20),16,18,24-undecaen-3-yl]acetic acid). Yields the product C(C)(C)(C)O[C@H](C(=O)O)C1=C2N3CCC(OCCCC[C@@H](OC=4C=C(C(=CC4C4=CC=CC(C5=C(N2C(C=C1C)=N5)Cl)=C4)F)C)C)(CC3)C ((2S)-2-(tert-Butoxy)-2-[(22S)-8-chloro-17-fluoro-4,18,22,28-tetramethyl-21,27-dioxa-1,7,34-triazahexacyclo[26.2.2.16,9.110,14.02,7.015,20]tetratriaconta-2,4,6(34),8,10(33),11,13,15(20),16,18-decaen-3-yl]acetic acid). Yield: 97.0%. As a reaction SMILES: [C:1]([O:5][C@@H:6]([C:11]1[C:40]([CH3:41])=[CH:39][C:38]2=[N:42][C:35]3=[C:36]([Cl:43])[N:37]2[C:12]=1[N:13]1[CH2:49][CH2:48][C:16]([CH3:50])([O:17][CH2:18][CH2:19][CH2:20][CH2:21][C@H:22]([CH3:47])[O:23][C:24]2[CH:25]=[C:26]([CH3:46])[C:27]([F:45])=[CH:28][C:29]=2[C:30]2[CH:44]=[C:34]3[CH:33]=[CH:32][CH:31]=2)[CH2:15][CH2:14]1)[C:7]([O:9]C)=[O:8])([CH3:4])([CH3:3])[CH3:2].C(O[C@@H](C1C(C)=CC2=NC3=CN2C=1N1CCC(C)(OCC=CC[C@H](C)OC2C=C(F)C=CC=2C2C=C3C=CC=2)CC1)C(O)=O)(C)(C)C>>[C:1]([O:5][C@@H:6]([C:11]1[C:40]([CH3:41])=[CH:39][C:38]2=[N:42][C:35]3=[C:36]([Cl:43])[N:37]2[C:12]=1[N:13]1[CH2:14][CH2:15][C:16]([CH3:50])([O:17][CH2:18][CH2:19][CH2:20][CH2:21][C@H:22]([CH3:47])[O:23][C:24]2[CH:25]=[C:26]([CH3:46])[C:27]([F:45])=[CH:28][C:29]=2[C:30]2[CH:44]=[C:34]3[CH:33]=[CH:32][CH:31]=2)[CH2:48][CH2:49]1)[C:7]([OH:9])=[O:8])([CH3:4])([CH3:2])[CH3:3]. Reported procedure: Prepared in 97% yield from methyl(2S)-2-(tert-butoxy)-2-[(22S)-8-chloro-17-fluoro-4,18,22,28-tetramethyl-21,27-dioxa-1,7,34-triazahexacyclo[26.2.2.16,9.110,14.02,7.015,20]tetratriaconta-2,4,6(34),8,10(33),11,13,15(20),16,18-decaen-3-yl]acetate following the procedure for (2S)-2-(tert-butoxy)-2-[(22S)-18-fluoro-4,22,28-trimethyl-21,27-dioxa-1,7,34-triazahexacyclo[26.2.2.16,9.110,14.02,7.015,20]tetratriaconta-2,4,6(34),8,10(33),11,13,15(20),16,18,24-undecaen-3-yl]acetic acid. 1H NMR (600 MHz, DMSO... RXN SMILES: [N+:1](=[O:2])([O-:3])[c:4]1[cH:5][cH:6][c:7]2[c:8]([cH:20]1)[CH:9]1[CH:10]([C:11]([CH:13]([O:14][CH3:15])[O:16][CH3:17])([CH3:18])[O:12]2)[O:19]1.[OH:21][c:22]1[c:23]([NH:28][CH2:29][c:30]2[n:31][n:32][n:33]([CH3:35])[n:34]2)[cH:24][cH:25][cH:26][cH:27]1>>[N+:1](=[O:2])([O-:3])[c:4]1[cH:5][cH:6][c:7]2[c:8]([cH:20]1)[CH:9]([N:28]([c:23]1[c:22]([OH:21])[cH:27][cH:26][cH:25][cH:24]1)[CH2:29][c:30]1[n:31][n:32][n:33]([CH3:35])[n:34]1)[CH:10]([OH:19])[C:11]([CH:13]([O:14][CH3:15])[O:16][CH3:17])([CH3:18])[O:12]2. Product: COC(OC)C1(C)Oc2ccc([N+](=O)[O-])cc2C(N(Cc2nnn(C)n2)c2ccccc2O)C1O. The reactants are COC(OC)C1(C)Oc2ccc([N+](=O)[O-])cc2C2OC21, Cn1nnc(CNc2ccccc2O)n1. The reactants are C(C)(=O)OCC (ethyl acetate), Cl (hydrochloric acid), COCN1N=C(C=C1C1=CC(=C(C(=C1)OC)OC)OC)CN1CCN(CC1)CC1=NN(C(=C1)C1=CC(=C(C(=C1)OC)OC)OC)COC (N,N′-Bis[[1-methoxymethyl-5-(3,4,5-trimethoxy-phenyl)pyrazol-3-yl]methyl]piperazine). Solvent: C(Cl)(Cl)Cl (chloroform). Reaction conditions: time 3 hour. The product is Cl.Cl.COC=1C=C(C=C(C1OC)OC)C1=CC(=NN1)CN1CCN(CC1)CC1=NNC(=C1)C1=CC(=C(C(=C1)OC)OC)OC (N,N′-bis[[5-(3,4,5-Trimethoxyphenyl)pyrazol-3-yl]methyl]piperazine Dihydrochloride). RXN SMILES: COC[N:4]1[C:8]([C:9]2[CH:14]=[C:13]([O:15][CH3:16])[C:12]([O:17][CH3:18])=[C:11]([O:19][CH3:20])[CH:10]=2)=[CH:7][C:6]([CH2:21][N:22]2[CH2:27][CH2:26][N:25]([CH2:28][C:29]3[CH:33]=[C:32]([C:34]4[CH:39]=[C:38]([O:40][CH3:41])[C:37]([O:42][CH3:43])=[C:36]([O:44][CH3:45])[CH:35]=4)[N:31](COC)[N:30]=3)[CH2:24][CH2:23]2)=[N:5]1.C(OCC)(=O)C.[ClH:55]>C(Cl)(Cl)Cl>[ClH:55].[ClH:55].[CH3:45][O:44][C:36]1[CH:35]=[C:34]([C:32]2[NH:31][N:30]=[C:29]([CH2:28][N:25]3[CH2:24][CH2:23][N:22]([CH2:21][C:6]4[CH:7]=[C:8]([C:9]5[CH:10]=[C:11]([O:19][CH3:20])[C:12]([O:17][CH3:18])=[C:13]([O:15][CH3:16])[CH:14]=5)[NH:4][N:5]=4)[CH2:27][CH2:26]3)[CH:33]=2)[CH:39]=[C:38]([O:40][CH3:41])[C:37]=1[O:42][CH3:43] |f:4.5.6|. Procedure details: N,N′-Bis[[1-methoxymethyl-5-(3,4,5-trimethoxy-phenyl)pyrazol-3-yl]methyl]piperazine (71 mg) was dissolved in chloroform (3 mL), and to the solution an ethyl acetate solution (0.7 mL) of 4 M hydrochloric acid was added at room temperature, and the mixture was stirred for 3 hours. After concentrating the reaction mixture, the residue was sufficiently dried and recrystallized from methanol-diisopropyl ether to obtain the title compound. Reactants: CC(CCN)C (3-Methylbutylamine), C(C)N(CC(C)N1C2=CC=CC=C2SC=2C=CC(=CC12)C(N)=S)CC (10-(1-diethylamino-2-propyl)-2-phenothiazinecarbothioamide), S (hydrogen sulphide). Solvent: C(C)O (ethanol). Reported procedure: 3-Methylbutylamine (10.7 cc) is added to a solution of 10-(1-diethylamino-2-propyl)-2-phenothiazinecarbothioamide acid fumarate, L series (3 g), in absolute ethanol (45 cc) and this solution is saturated with hydrogen sulphide. The mixture is then brought to a temperature in the region of 105° C. for 16 hours and concentrated to dryness under reduced pressure (30 mm Hg; 4 pKa). The residual orange-colored oil is purified by chromatography on a column (height: 35 cm; diameter: 3 cm) of silica gel... Product: C(C)N(CC(C)N1C2=CC=CC=C2SC=2C=CC(=CC12)C(NCCC(C)C)=S)CC (10-(1-diethylamino-2-propyl)-N-(3-methyl-1-butyl)-2-phenothiazinecarbothioamide). As a reaction SMILES: [CH3:1][CH:2]([CH3:6])[CH2:3][CH2:4]N.[CH2:7]([N:9]([CH2:30][CH3:31])[CH2:10][CH:11]([N:13]1[C:26]2[CH:25]=[C:24]([C:27](=[S:29])[NH2:28])[CH:23]=[CH:22][C:21]=2[S:20][C:19]2[C:14]1=[CH:15][CH:16]=[CH:17][CH:18]=2)[CH3:12])[CH3:8].S>C(O)C>[CH2:30]([N:9]([CH2:7][CH3:8])[CH2:10][CH:11]([N:13]1[C:26]2[CH:25]=[C:24]([C:27](=[S:29])[NH:28][CH2:4][CH2:3][CH:2]([CH3:6])[CH3:1])[CH:23]=[CH:22][C:21]=2[S:20][C:19]2[C:14]1=[CH:15][CH:16]=[CH:17][CH:18]=2)[CH3:12])[CH3:31]. Reaction conditions: time 16 hour. Reactants: COC(=O)C1CN(C(C1)=O)C1=CC=C(C=C1)O ((RS)-1-(4-hydroxyphenyl)-5-oxo-pyrrolidine-3-carboxylic acid methyl ester), FC(OC=1C=C(CBr)C=CC1)(F)F (3-trifluoromethoxybenzyl bromide), COC(=O)C1CN(C(C1)=O)C1=CC=C(C=C1)OCC1=CC(=CC=C1)OC(F)(F)F ((RS)-5-oxo-1-[4-(3-trifluoromethoxy-benzyloxy)-phenyl]-pyrrolidine-3-carboxylic acid methyl ester). Solvent: C(C)O (ethanol). Product: CN (methylamine), CNC(=O)C1CN(C(C1)=O)C1=CC=C(C=C1)OCC1=CC(=CC=C1)OC(F)(F)F ((RS)-5-oxo-1-[4-(3-trifluoromethoxy-benzyloxy)-phenyl]-pyrrolidine-3-carboxylic acid methylamide). As a reaction SMILES: COC(C1CC(=O)[N:7](C2C=CC(O)=CC=2)[CH2:6]1)=O.FC(F)(F)OC1C=C(C=CC=1)CBr.C[O:32][C:33]([CH:35]1[CH2:39][C:38](=[O:40])[N:37]([C:41]2[CH:46]=[CH:45][C:44]([O:47][CH2:48][C:49]3[CH:54]=[CH:53][CH:52]=[C:51]([O:55][C:56]([F:59])([F:58])[F:57])[CH:50]=3)=[CH:43][CH:42]=2)[CH2:36]1)=O>C(O)C>[CH3:6][NH2:7].[CH3:6][NH:7][C:33]([CH:35]1[CH2:39][C:38](=[O:40])[N:37]([C:41]2[CH:46]=[CH:45][C:44]([O:47][CH2:48][C:49]3[CH:54]=[CH:53][CH:52]=[C:51]([O:55][C:56]([F:59])([F:58])[F:57])[CH:50]=3)=[CH:43][CH:42]=2)[CH2:36]1)=[O:32]. Procedure: The title compound is prepared by alkylation of the (RS)-1-(4-hydroxyphenyl)-5-oxo-pyrrolidine-3-carboxylic acid methyl ester with 3-trifluoromethoxybenzyl bromide giving the (RS)-5-oxo-1-[4-(3-trifluoromethoxy-benzyloxy)-phenyl]-pyrrolidine-3-carboxylic acid methyl ester as a white solid [40% of theory, MS: m/e=410 (M+H)+] which, thereupon, by treatment with methylamine in ethanol at 80° C. yields the (RS)-5-oxo-1-[4-(3-trifluoromethoxy-benzyloxy)-phenyl]-pyrrolidine-3-carboxylic acid methylami... Starting materials: N1C=C(C2=CC=CC=C12)C1(C(NC2=CC=CC=C12)=O)C1CNC2=CC=CC=C12 (3-(1H-indol-3-yl)-3,3′-biindolin-2-one), P12(=S)SP3(=S)SP(=S)(S1)SP(=S)(S2)S3 (P2S5), CS(=O)(=O)C (dimethylsulfone). Run in O (water). The product is N1C=C(C2=CC=CC=C12)C1(C(NC2=CC=CC=C12)=S)C1CNC2=CC=CC=C12 (3-(1H-Indol-3-yl)-3,3′-biindoline-2-thione). Reaction SMILES: [NH:1]1[C:9]2[C:4](=[CH:5][CH:6]=[CH:7][CH:8]=2)[C:3]([C:10]2([CH:20]3[C:28]4[C:23](=[CH:24][CH:25]=[CH:26][CH:27]=4)[NH:22][CH2:21]3)[C:18]3[C:13](=[CH:14][CH:15]=[CH:16][CH:17]=3)[NH:12][C:11]2=O)=[CH:2]1.P12(SP3(SP(SP(S3)(S1)=S)(=S)S2)=S)=[S:30].CS(C)(=O)=O>O>[NH:1]1[C:9]2[C:4](=[CH:5][CH:6]=[CH:7][CH:8]=2)[C:3]([C:10]2([CH:20]3[C:28]4[C:23](=[CH:24][CH:25]=[CH:26][CH:27]=4)[NH:22][CH2:21]3)[C:18]3[C:13](=[CH:14][CH:15]=[CH:16][CH:17]=3)[NH:12][C:11]2=[S:30])=[CH:2]1. Procedure: 3-(1H-indol-3-yl)-3,3′-biindolin-2-one (728 mg, 2 mmol), crystalline P2S5.2 C5H5N (228 mg, 0.6 mmol) and dimethylsulfone (3.05 g) were heated (165-170° C.) for 20 min. The melt was allowed to cool and then heated in water for 10 min. The solid formed was collected, 766 mg (94%), mp>260° C. 1H NMR (300 MHz, DMSO-d6) δ 7.09-7.15 (m, 2H), 7.18-7.20 (m, 5H), 7.24-7.30 (m, 7H), 13.00 (s, 1H); 13C NMR (75.5 MHz, DMSO-d6) δ 72.7 (s), 111.2 (d), 124.4 (d), 126.5 (d), 127.5 (d), 128.6 (s), 128.7 (s), 129...